The task is: describe an organic reaction: reactants, conditions, products, and yield. This data is from the Open Reaction Database (ORD), a public repository of structured organic reaction records. Reactants: C(C)(C)(C)OP(=O)(OC(C)(C)C)[O-].C(CCC)[N+](CCCC)(CCCC)CCCC (tetrabutylammonium di-t-butylphosphate), ICOC(=O)N1C(C(C2=CC=C(C=C12)C(F)(F)F)(F)C1=C(C=CC(=C1)Cl)OC)=O (3-(5-chloro-2-methoxy-phenyl)-3-fluoro-2-oxo-6-trifluoromethyl-2,3-dihydro-indole-1-carboxylic acid iodomethyl ester). Solvent: O1CCCC1 (tetrahydrofuran). Conditions: time 1 hour. Product: C(C)(C)(C)OP(=O)(OCOC(=O)N1C([C@@](C2=CC=C(C=C12)C(F)(F)F)(F)C1=C(C=CC(=C1)Cl)OC)=O)OC(C)(C)C ((S)-3-(5-Chloro-2-methoxy-phenyl)-3-fluoro-2-oxo-6-trifluoromethyl-2,3-dihydro-indole-1-carboxylic acid di-tert-butoxy-phosphoryloxymethyl ester). Isolated yield 47.8%. RXN SMILES: I[CH2:2][O:3][C:4]([N:6]1[C:14]2[C:9](=[CH:10][CH:11]=[C:12]([C:15]([F:18])([F:17])[F:16])[CH:13]=2)[C:8]([C:20]2[CH:25]=[C:24]([Cl:26])[CH:23]=[CH:22][C:21]=2[O:27][CH3:28])([F:19])[C:7]1=[O:29])=[O:5].[C:30]([O:34][P:35]([O-:42])([O:37][C:38]([CH3:41])([CH3:40])[CH3:39])=[O:36])([CH3:33])([CH3:32])[CH3:31].C([N+](CCCC)(CCCC)CCCC)CCC>O1CCCC1>[C:30]([O:34][P:35]([O:37][C:38]([CH3:41])([CH3:40])[CH3:39])([O:42][CH2:2][O:3][C:4]([N:6]1[C:14]2[C:9](=[CH:10][CH:11]=[C:12]([C:15]([F:18])([F:17])[F:16])[CH:13]=2)[C@@:8]([C:20]2[CH:25]=[C:24]([Cl:26])[CH:23]=[CH:22][C:21]=2[O:27][CH3:28])([F:19])[C:7]1=[O:29])=[O:5])=[O:36])([CH3:33])([CH3:32])[CH3:31] |f:1.2|. Procedure details: To a 25 mL flask containing 3-(5-chloro-2-methoxy-phenyl)-3-fluoro-2-oxo-6-trifluoromethyl-2,3-dihydro-indole-1-carboxylic acid iodomethyl ester ((S)-XIV) (0.200 g, 0.368 mmol) was added 5 mL anhydrous tetrahydrofuran, and tetrabutylammonium di-t-butylphosphate (0.199 g, 0.441 mmol). The reaction was heated to reflux and allowed to stir for 1 hour. The reaction was then cooled to room temperature, and the solvent was evaporated in vacuo. The crude foam was purified by flash chromatography (silic... Yields the product C1(CCCC2=CC=CC=C12)=NC1=CC=C(C=C1)C(=O)OCC (N-(1,2,3,4-tetrahydonaphthylidene)-p-carbethoxyaniline). Reported procedure: A solution of α-tetralone (40 ml), ethyl-p-amino-benzoate (42 g) and benzene (100 ml) was refluxed in the presence of molecular sieve (100 g) with the continuous removal of water. The crude product was crystallized from ethanol to give N-(1,2,3,4-tetrahydonaphthylidene)-p-carbethoxyaniline (XXVIII). XXVIII had a.m.p. of 108.5° C. Solvent: O (water). The reactants are C1CC2=CC=CC=C2C(=O)C1 (α-tetralone), C(C)OC(C1=CC=C(C=C1)N)=O (ethyl-p-amino-benzoate), C1=CC=CC=C1 (benzene). Reaction SMILES: [CH2:1]1[CH2:11][C:9](=O)[C:8]2[C:3](=[CH:4][CH:5]=[CH:6][CH:7]=2)[CH2:2]1.[CH2:12]([O:14][C:15](=[O:23])[C:16]1[CH:21]=[CH:20][C:19]([NH2:22])=[CH:18][CH:17]=1)[CH3:13].C1C=CC=CC=1>O>[C:9]1(=[N:22][C:19]2[CH:18]=[CH:17][C:16]([C:15]([O:14][CH2:12][CH3:13])=[O:23])=[CH:21][CH:20]=2)[C:8]2[C:3](=[CH:4][CH:5]=[CH:6][CH:7]=2)[CH2:2][CH2:1][CH2:11]1. Starting materials: NC1=C2C(=NC=N1)N(N=C2C=2C=NC(=NC2)N)C(C)C=2OC(C1=CC=CC=C1C2C2=CC=CC=C2)=O (3-(1-(4-amino-3-(2-aminopyrimidin-5-yl)-1H-pyrazolo[3,4-d]pyrimidin-1-yl)ethyl)-4-phenyl-1H-isochromen-1-one), NC1=C2C(=NC=N1)N(N=C2I)C(C)C=2OC(C1=CC=CC=C1C2CC2=CC=CC=C2)=O (3-(1-(4-amino-3-iodo-1H-pyrazolo[3,4-d]pyrimidin-1-yl)ethyl)-4-benzyl-1H-isochromen-1-one), FC=1C=C(C=C(C1)O)B(O)O ((3-fluoro-5-hydroxyphenyl)boronic acid). Yields the product NC1=C2C(=NC=N1)N(N=C2C2=CC(=CC(=C2)O)F)C(C)C=2OC(C1=CC=CC=C1C2CC2=CC=CC=C2)=O (3-(1-(4-amino-3-(3-fluoro-5-hydroxyphenyl)-1H-pyrazolo[3,4-d]pyrimidin-1-yl)ethyl)-4-benzyl-1H-isochromen-1-one). Isolated yield 29.8%. RXN SMILES: NC1N=CN=C2N(C(C3OC(=O)C4C(C=3C3C=CC=CC=3)=CC=CC=4)C)N=C(C3C=NC(N)=NC=3)C=12.[NH2:37][C:38]1[N:43]=[CH:42][N:41]=[C:40]2[N:44]([CH:48]([C:50]3[O:51][C:52](=[O:67])[C:53]4[C:58]([C:59]=3[CH2:60][C:61]3[CH:66]=[CH:65][CH:64]=[CH:63][CH:62]=3)=[CH:57][CH:56]=[CH:55][CH:54]=4)[CH3:49])[N:45]=[C:46](I)[C:39]=12.[F:68][C:69]1[CH:70]=[C:71](B(O)O)[CH:72]=[C:73]([OH:75])[CH:74]=1>>[NH2:37][C:38]1[N:43]=[CH:42][N:41]=[C:40]2[N:44]([CH:48]([C:50]3[O:51][C:52](=[O:67])[C:53]4[C:58]([C:59]=3[CH2:60][C:61]3[CH:66]=[CH:65][CH:64]=[CH:63][CH:62]=3)=[CH:57][CH:56]=[CH:55][CH:54]=4)[CH3:49])[N:45]=[C:46]([C:71]3[CH:72]=[C:73]([OH:75])[CH:74]=[C:69]([F:68])[CH:70]=3)[C:39]=12. Reported procedure: The title compound was made in a similar way as that of the compound of example 51 from 3-(1-(4-amino-3-iodo-1H-pyrazolo[3,4-d]pyrimidin-1-yl)ethyl)-4-benzyl-1H-isochromen-1-one (Intermediate D15, 45 mg, 0.086 mmol), (3-fluoro-5-hydroxyphenyl)boronic acid (26.8 mg, 0.172 mmol), to give the title compound (13 mg, 19.8%) as brown pale solid. The reactants are COC(=O)C1=CNC2=NC=CC=C21 (1H-pyrrolo[2,3-b]pyridine-3-carboxylic acid methyl ester), Cl.N1=C(C=CC=C1)CC(=O)O (2-pyridinyl-acetic acid hydrochloride), [Li+].C[Si](C)(C)[N-][Si](C)(C)C (LiHMDS). The solvent is C1CCOC1 (THF). Conditions: temperature -78 celsius, time 30 minute. Yields the product N1=C(C=CC=C1)CC(=O)C1=CNC2=NC=CC=C21 (2-Pyridin-2-yl-1-(1H-pyrrolo[2,3-b]pyridin-3-yl)-ethanone). Reaction SMILES: CO[C:3]([C:5]1[C:13]2[C:8](=[N:9][CH:10]=[CH:11][CH:12]=2)[NH:7][CH:6]=1)=[O:4].Cl.[N:15]1[CH:20]=[CH:19][CH:18]=[CH:17][C:16]=1[CH2:21]C(O)=O.[Li+].C[Si]([N-][Si](C)(C)C)(C)C>C1COCC1>[N:15]1[CH:20]=[CH:19][CH:18]=[CH:17][C:16]=1[CH2:21][C:3]([C:5]1[C:13]2[C:8](=[N:9][CH:10]=[CH:11][CH:12]=2)[NH:7][CH:6]=1)=[O:4] |f:1.2,3.4|. Reported procedure: To a solution of 1H-pyrrolo[2,3-b]pyridine-3-carboxylic acid methyl ester (200 mg, 1.13 mmol) and 2-pyridinyl-acetic acid hydrochloride (440 mg, 2.53 mmol) in anhydrous THF (10 mL) was added LiHMDS (1.0 M in THF, 10 mL, 10.0 mmol) at −78° C. The solution was stirred at −78° C. for 30 min and was allowed to warm up to RT. After stirring at RT for another 30 min, the reaction mixture was heated under reflux for 14 h. The solvent was then evaporated, the residue was taken up to ethyl acetate (50 mL... The reactants are [BH4-], CCCCCCCCCCO, Cl, [Na+], O=C(O)C(=O)Cc1ccccc1[N+](=O)[O-], O. Product: O=C(O)C(O)Cc1ccccc1[N+](=O)[O-]. RXN SMILES: [BH4-:27].[CH2:16]([OH:17])[CH2:18][CH2:19][CH2:20][CH2:21][CH2:22][CH2:23][CH2:24][CH2:25][CH3:26].[ClH:29].[Na+:28].[O:1]=[C:2]([C:3](=[O:4])[OH:5])[CH2:6][c:7]1[c:8]([N+:13](=[O:14])[O-:15])[cH:9][cH:10][cH:11][cH:12]1.[OH2:30]>>[OH:1][CH:2]([C:3](=[O:4])[OH:5])[CH2:6][c:7]1[c:8]([N+:13](=[O:14])[O-:15])[cH:9][cH:10][cH:11][cH:12]1. Reactants: C1(=C(C=CC=C1)[*:2])[*:1].CCOCC (polyphenylene ether), C=CC1=CC=CC=C1 (styrene), polystyrene, polybutadiene. Run in C1(=CC=CC=C1)C (toluene). Yields the product C=CC1=CC=CC=C1.C1(=CC=CC=C1)C (styrene toluene). As a reaction SMILES: [CH2:1]=[CH:2][C:3]1[CH:8]=[CH:7][CH:6]=[CH:5][CH:4]=1>C1(C)C=CC=CC=1>[CH2:1]=[CH:2][C:3]1[CH:8]=[CH:7][CH:6]=[CH:5][CH:4]=1.[C:3]1([CH3:2])[CH:8]=[CH:7][CH:6]=[CH:5][CH:4]=1 |f:2.3|. Reported procedure: A polymer solution of about 41.9% polyphenylene ether, 38.0% polystyrene, 3.9% polybutadiene rubber, 2.6% styrene and 13.6% toluene solvent was delivered at a rate of 59.6 pounds/hour at an initial temperature of 198° C. The vessel was maintained at about 400 Torr during the run. About 9.6 pounds/hour of styrene/toluene were vaporized leaving a foaming product of about 50 lbs/hour to settle at the bottom of the vessel for recovery. The product is COC(=O)C1=CC=C(CN(C(CCCCCBr)=O)C2=CC=C(C=C2)C(=O)OC)C=C1 (6-bromohexanoic acid-N-(4-methoxycarbonylbenzyl)-N-(4-methoxycarbonylphenyl)-amide). Yield: 91.0%. Reactants: C(=O)(O)C1=CC=C(CNC2=CC=C(C=C2)C(=O)O)C=C1 (N-(4-carboxybenzyl)-N-(4-carboxyphenyl)amine), [H-].[Na+] (sodium hydride), COC(=O)C1=CC=C(C=C1)N(C(CCCCCBr)=O)C1=CC=C(C=C1)C(=O)OC (6-bromohexanoic acid-N,N-bis(4-methoxycarbonylphenyl)amide), BrCCCCCC(=O)Cl (6-bromohexanoic acid chloride). Procedure details: Following the reaction instructions for the production of compound 19a, the amine 15b (856 mg, 2.86 mmol) is first added to a suspension of sodium hydride (60% in mineral oil; 126 mg, 3.15 mmol) in anhydrous n-Bu2O (12 ml) and the resulting mixture is then added with 6-bromohexanoic acid chloride (0.51 ml, 3.43 mmol). The crude product that is obtained after processing is purified through column chromatography (silica gel, ethyl acetate/petroleum ether 1:2). 1.24 g (91%) of compound 19b are obta... Reaction SMILES: [CH3:1][O:2][C:3]([C:5]1[CH:10]=[CH:9][C:8]([N:11](C2C=CC(C(OC)=O)=CC=2)[C:12](=[O:19])[CH2:13][CH2:14][CH2:15][CH2:16][CH2:17][Br:18])=[CH:7][CH:6]=1)=[O:4].[C:30]([C:33]1[CH:49]=[CH:48][C:36]([CH2:37]NC2C=CC(C(O)=O)=CC=2)=[CH:35][CH:34]=1)([OH:32])=[O:31].[H-].[Na+].Br[CH2:53]CCCCC(Cl)=O>O(CCCC)CCCC>[CH3:53][O:32][C:30]([C:33]1[CH:49]=[CH:48][C:36]([CH2:37][N:11]([C:8]2[CH:7]=[CH:6][C:5]([C:3]([O:2][CH3:1])=[O:4])=[CH:10][CH:9]=2)[C:12](=[O:19])[CH2:13][CH2:14][CH2:15][CH2:16][CH2:17][Br:18])=[CH:35][CH:34]=1)=[O:31] |f:2.3|. Run in O(CCCC)CCCC (n-Bu2O). Starting materials: ClC1=CC=C(S1)S(=O)(=O)NC(=O)NC1=CC=C(C(=O)OC)C=C1 (methyl 4-({[(5-chloro-2-thienyl)sulfonyl]amino}carbonylamino)benzoate), [Li+].[OH-] (LiOH), [Li+].[OH-] (LiOH). Run in CO (methanol), C(C)#N (acetonitrile). Run at time 21 hour. The product is ClC1=CC=C(S1)S(=O)(=O)NC(=O)NC1=CC=C(C(=O)O)C=C1 (4-({[(5-chloro-2-thienyl)sulfonyl]amino}carbonylamino)benzoic acid). Yield: 127.5%. Reaction SMILES: [Cl:1][C:2]1[S:6][C:5]([S:7]([NH:10][C:11]([NH:13][C:14]2[CH:23]=[CH:22][C:17]([C:18]([O:20]C)=[O:19])=[CH:16][CH:15]=2)=[O:12])(=[O:9])=[O:8])=[CH:4][CH:3]=1.[Li+].[OH-]>CO.C(#N)C>[Cl:1][C:2]1[S:6][C:5]([S:7]([NH:10][C:11]([NH:13][C:14]2[CH:23]=[CH:22][C:17]([C:18]([OH:20])=[O:19])=[CH:16][CH:15]=2)=[O:12])(=[O:9])=[O:8])=[CH:4][CH:3]=1 |f:1.2|. Procedure: To a suspension of methyl 4-({[(5-chloro-2-thienyl)sulfonyl]amino}carbonylamino)benzoate (56 mg, 0.15 mmol) in methanol (1 mL) and acetonitrile (1 mL) was added 1N LiOH (0.16 mL, 0.16 mmol). The resulting solution was stirred at room temp for 21 hr, then an additional 0.32 mL 1N LiOH was added and the reaction was stirred at 40° C. for another 21 hr til complete. Concentration in vacuo gave crude 4-({[(5-chloro-2-thienyl)sulfonyl]amino}carbonylamino)benzoic acid (69 mg). ES-MS (M+H)+=361. The reactants are BrC=1C=C(C(CBr)=O)C=CC1 (3-bromophenacyl bromide), [N-]=[N+]=[N-].[Na+] (sodium azide). Solvent: CO (methanol). Product: BrC=1C=C(C(CN=[N+]=[N-])=O)C=CC1 (3-bromophenacyl azide). The yield is 99.3%. RXN SMILES: [Br:1][C:2]1[CH:3]=[C:4]([CH:9]=[CH:10][CH:11]=1)[C:5](=[O:8])[CH2:6]Br.[N-:12]=[N+:13]=[N-:14].[Na+]>CO>[Br:1][C:2]1[CH:3]=[C:4]([CH:9]=[CH:10][CH:11]=1)[C:5](=[O:8])[CH2:6][N:12]=[N+:13]=[N-:14] |f:1.2|. Procedure details: A solution of 20.2 g (73 mmol) of 3-bromophenacyl bromide and 5.42 g (83 mmol) of sodium azide was stirred at RT for 90 min in methanol. The solvent was removed under reduced pressure and the crude product was partitioned between ethyl acetate (200 ml) and water (100 mL). The organic layer was separated, dried over anhydrous magnesium sulfate, and concentrated under reduced pressure to afford the title compound (17.4 g, 99%) as a light yellow solid. 1H NMR (400 MHz, d6-DMSO): δ 8.10 (d, J=1.0, 1... Reactants: COC(=O)C1=C(C)NC(C)=C(C(=O)O)C1c1cccc([N+](=O)[O-])c1, Cc1ccccc1, C(=NC1CCCCC1)=NC1CCCCC1, OCC=Cc1ccc(Cc2ncc[nH]2)cc1. The product is COC(=O)C1=C(C)NC(C)=C(C(=O)OCC=Cc2ccc(Cc3ncc[nH]3)cc2)C1c1cccc([N+](=O)[O-])c1. Reaction SMILES: [CH3:1][C:2]1=[C:7]([C:8](=[O:9])[OH:10])[CH:6]([c:11]2[cH:12][c:13]([N+:17](=[O:18])[O-:19])[cH:14][cH:15][cH:16]2)[C:5]([C:20](=[O:21])[O:22][CH3:23])=[C:4]([CH3:24])[NH:3]1.[CH3:56][c:57]1[cH:58][cH:59][cH:60][cH:61][cH:62]1.[CH:41]1([N:42]=[C:43]=[N:44][CH:45]2[CH2:46][CH2:47][CH2:48][CH2:49][CH2:50]2)[CH2:51][CH2:52][CH2:53][CH2:54][CH2:55]1.[nH:25]1[c:26]([CH2:30][c:31]2[cH:32][cH:33][c:34]([CH:37]=[CH:38][CH2:39][OH:40])[cH:35][cH:36]2)[n:27][cH:28][cH:29]1>>[CH3:1][C:2]1=[C:7]([C:8](=[O:9])[O:10][CH2:39][CH:38]=[CH:37][c:34]2[cH:33][cH:32][c:31]([CH2:30][c:26]3[n:25][cH:29][cH:28][nH:27]3)[cH:36][cH:35]2)[CH:6]([c:11]2[cH:12][c:13]([N+:17](=[O:18])[O-:19])[cH:14][cH:15][cH:16]2)[C:5]([C:20](=[O:21])[O:22][CH3:23])=[C:4]([CH3:24])[NH:3]1.